From a dataset of the Open Reaction Database (ORD), a public repository of structured organic reaction records. describe an organic reaction: reactants, conditions, products, and yield Reactants: O=C([O-])[O-], ClCc1ccccc1, COc1cc(C=O)cc(I)c1O, [K+], [K+], CN(C)C=O. Product: COc1cc(C=O)cc(I)c1OCc1ccccc1. Reaction SMILES: [C:21](=[O:22])([O-:23])[O-:24].[Cl:1][CH2:2][c:3]1[cH:4][cH:5][cH:6][cH:7][cH:8]1.[I:9][c:10]1[c:11]([OH:20])[c:12]([O:18][CH3:19])[cH:13][c:14]([CH:15]=[O:16])[cH:17]1.[K+:25].[K+:26].[O:27]=[CH:28][N:29]([CH3:30])[CH3:31]>>[CH2:2]([c:3]1[cH:4][cH:5][cH:6][cH:7][cH:8]1)[O:20][c:11]1[c:10]([I:9])[cH:17][c:14]([CH:15]=[O:16])[cH:13][c:12]1[O:18][CH3:19]. The reactants are C1(CCCCC1)C1CC(C(CC1)=O)C(NC1=CC=CC=C1)=S (4-cyclohexyl 2-phenylthiocarbamoyl cyclohexanone), C1(CCCCC1)C1CC(C(CC1)=O)C(NC1=CC=CC=C1)=S (4-cyclohexyl 2-phenylthiocarbamoyl cyclohexanone), C(C=C)NN (allylhydrazine), C(C#C)NN (propargylhydrazine), C1(CCCCC1)C1CC2=C(N(N=C2CC1)C#CC)NC1=CC=CC=C1 (5-cyclohexyl 3-phenylamino 2-propynyl 4,5,6,7-tetrahydroindazole), C1(CCCCC1)C1CC2=C(N(N=C2CC1)C=CC)NC1=CC=CC=C1 (5-cyclohexyl 3-phenylamino 2-propenyl 4,5,6,7-tetrahydro indazole). Yields the product C1(CCCCC1)C1CC2=C(N(N=C2CC1)C)NC1=CC=CC=C1 (5-cyclohexyl 3-phenylamino 2-methyl 4,5,6,7-tetrahydroindazole). As a reaction SMILES: C1(C2CCC(=O)C(C(=S)NC3C=CC=CC=3)C2)CCCCC1.C(NN)C#C.[CH:28]1([CH:34]2[CH2:42][CH2:41][C:40]3[C:36](=[C:37]([NH:46][C:47]4[CH:52]=[CH:51][CH:50]=[CH:49][CH:48]=4)[N:38]([C:43]#CC)[N:39]=3)[CH2:35]2)[CH2:33][CH2:32][CH2:31][CH2:30][CH2:29]1.C(NN)C=C.C1(C2CCC3C(=C(NC4C=CC=CC=4)N(C=CC)N=3)C2)CCCCC1>>[CH:28]1([CH:34]2[CH2:42][CH2:41][C:40]3[C:36](=[C:37]([NH:46][C:47]4[CH:48]=[CH:49][CH:50]=[CH:51][CH:52]=4)[N:38]([CH3:43])[N:39]=3)[CH2:35]2)[CH2:29][CH2:30][CH2:31][CH2:32][CH2:33]1. Procedure: In a similar manner starting from 6.9 g of 4-cyclohexyl 2-phenylthiocarbamoyl cyclohexanone and from 1.68 g propargylhydrazine, 4.10 g of 5-cyclohexyl 3-phenylamino 2-propynyl 4,5,6,7-tetrahydroindazole are obtained. In a similar manner starting from 6.9 g 4-cyclohexyl 2-phenylthiocarbamoyl cyclohexanone and 1.70 g allylhydrazine, 5.4 g of 5-cyclohexyl 3-phenylamino 2-propenyl 4,5,6,7-tetrahydro indazole are obtained. Starting materials: C(C)(C)(C)N (tert-butylamine), ClS(=O)(=O)C1=C(C(=O)OC)C=CC(=C1)[N+](=O)[O-] (methyl 2-chlorosulfonyl-4-nitro-benzoate). The solvent is C(C)(=O)OCC (ethyl acetate). Reaction conditions: time 1 hour. The product is C(C)(C)(C)NS(=O)(=O)C1=C(C=CC(=C1)[N+](=O)[O-])C(=O)OC (N-tert.-butyl-2-methoxycarbonyl-5-nitro-benzenesulfonamide). As a reaction SMILES: [C:1]([NH2:5])([CH3:4])([CH3:3])[CH3:2].Cl[S:7]([C:10]1[CH:19]=[C:18]([N+:20]([O-:22])=[O:21])[CH:17]=[CH:16][C:11]=1[C:12]([O:14][CH3:15])=[O:13])(=[O:9])=[O:8]>C(OCC)(=O)C>[C:1]([NH:5][S:7]([C:10]1[CH:19]=[C:18]([N+:20]([O-:22])=[O:21])[CH:17]=[CH:16][C:11]=1[C:12]([O:14][CH3:15])=[O:13])(=[O:8])=[O:9])([CH3:4])([CH3:3])[CH3:2]. Procedure details: 206 g of tert-butylamine are added dropwise to a solution of 384 g of methyl 2-chlorosulfonyl-4-nitro-benzoate (Example b) in 1500 ml of ethyl acetate at 0° C. The reaction mixture is then allowed to warm up to room temperature and is stirred at this temperature for 1 hour. After washing with dilute hydrochloric acid and water, the organic phase is dried over MgSO4 and concentrated. The residue is extracted by stirring with diisopropyl ether; Yield of sulfonamide: 377.6 g; m.p.: 122-124° C.